The task is: describe an organic reaction: reactants, conditions, products, and yield. This data is from the Open Reaction Database (ORD), a public repository of structured organic reaction records. Reactants: CCOC(=O)C=CNc1ccccc1, Cc1cc(C(=O)Cl)cnc1C, Cl, [H-], [Na+], C1CCOC1, O. Yields the product CCOC(=O)C(=CNc1ccccc1)C(=O)c1cnc(C)c(C)c1. Reaction SMILES: [CH2:15]([CH3:16])[O:17][C:18]([CH:19]=[CH:20][NH:21][c:22]1[cH:23][cH:24][cH:25][cH:26][cH:27]1)=[O:28].[CH3:2][c:3]1[c:4]([CH3:12])[n:5][cH:6][c:7]([C:8](=[O:9])[Cl:10])[cH:11]1.[ClH:1].[H-:13].[Na+:14].[O:30]1[CH2:31][CH2:32][CH2:33][CH2:34]1.[OH2:29]>>[CH3:2][c:3]1[c:4]([CH3:12])[n:5][cH:6][c:7]([C:8](=[O:9])[C:19]([C:18]([O:17][CH2:15][CH3:16])=[O:28])=[CH:20][NH:21][c:22]2[cH:23][cH:24][cH:25][cH:26][cH:27]2)[cH:11]1.